The task is: describe an organic reaction: reactants, conditions, products, and yield. This data is from the Open Reaction Database (ORD), a public repository of structured organic reaction records. Reactants: [N+](=O)([O-])C1=C(OCC#N)C=C(C(=C1)[N+](=O)[O-])F (2,4-dinitro-5-fluorophenoxyacetonitrile), C(C)(=O)O (acetic acid), C(C)(=O)O (acetic acid). Reagents/catalysts: [Fe] (Iron). Yields the product FC1=CC2=C(NC(CO2)=O)C=C1N (7-fluoro-6-amino-2H-1,4-benzoxazin-3-(4H)-one). The yield is 71.7%. Reaction SMILES: [N+]([C:4]1[CH:13]=[C:12]([N+:14]([O-])=O)[C:11]([F:17])=[CH:10][C:5]=1[O:6][CH2:7][C:8]#[N:9])([O-])=O.C(O)(=[O:20])C>[Fe]>[F:17][C:11]1[C:12]([NH2:14])=[CH:13][C:4]2[NH:9][C:8](=[O:20])[CH2:7][O:6][C:5]=2[CH:10]=1. Procedure: Iron powder (5.6 g) was suspended in 5% acetic acid (112 g), and a solution of 2,4-dinitro-5-fluorophenoxyacetonitrile (2.4 g) in acetic acid (48 g) was dropwise added thereto under reflux, followed by refluxing for an additional 1 hour. The reaction mixture was filtered, and the filtrate was extracted with ethyl acetate. The extract was concentrated, and the precipitated crystals were collected by filtration and washed with a mixture of hexane and ether to give 7-fluoro-6-amino-2H-1,4-benzoxazi... Starting materials: ClC1=NC2=C(C=CC=C2C=C1C=O)C (2-Chloro-8-methylquinoline-3-carboxaldehyde), CO (MeOH), CC(C)(C)[S@@](=O)N ((R)-(−)-2-methyl-2-propanesulfinamide), [BH4-].[Na+] (NaBH4). Reagents/catalysts: CC([O-])C.[Ti+4].CC([O-])C.CC([O-])C.CC([O-])C (titanium(IV) isopropoxide). Solvent: C1CCOC1 (THF), O (water). Reaction conditions: temperature 0 celsius, time 5 minute. Yields the product ClC1=NC2=C(C=CC=C2C=C1CN)C ((2-Chloro-8-methylquinolin-3-yl)methanamine). Yield: 60.5%. Reaction SMILES: [Cl:1][C:2]1[C:11]([CH:12]=O)=[CH:10][C:9]2[C:4](=[C:5]([CH3:14])[CH:6]=[CH:7][CH:8]=2)[N:3]=1.CC([S@]([NH2:21])=O)(C)C.[BH4-].[Na+].CO>C1COCC1.CC(C)[O-].[Ti+4].CC(C)[O-].CC(C)[O-].CC(C)[O-].O>[Cl:1][C:2]1[C:11]([CH2:12][NH2:21])=[CH:10][C:9]2[C:4](=[C:5]([CH3:14])[CH:6]=[CH:7][CH:8]=2)[N:3]=1 |f:2.3,6.7.8.9.10|. Reported procedure: 2-Chloro-8-methylquinoline-3-carboxaldehyde (5 g, 24.6 mmol) in dry THF (75 mL) was treated with titanium(IV) isopropoxide (14.5 mL, 48 mmol). After 5 minutes, (R)-(−)-2-methyl-2-propanesulfinamide (2.95 g, 24 mmol) was added in one portion and the mixture was stirred for 60 h. The mixture was cooled to 0° C. in a water/ice bath and NaBH4 (1.9 g, 48 mmol) was added. The mixture was stirred for 3 h and cooled to 10° C. MeOH (20 mL) was added dropwise, followed by water (5 mL). The resulting slurr... Reactants: ClCC(CC(=O)OC(C)C)=O (isopropyl 4-chloroacetoacetate), Cl (Hydrochloric acid), CC=1N(C2=C(C=NC=C2)N1)CCO (2-Methyl-1-(2-hydroxyethyl)-imidazo[4,5-c]pyridine), [H-].[Na+] (sodium hydride). The solvent is O1CCCC1 (tetrahydrofuran), O1CCCC1 (tetrahydrofuran). Product: CC=1N(C2=C(C=NC=C2)N1)CCOCC(CC(=O)OC(C)C)=O (isopropyl 4-[2-(2-methyl-1-imidazo[4,5-c]pyridyl)ethoxy]-3-ketobutanoate). Yield: 58.2%. As a reaction SMILES: [CH3:1][C:2]1[N:3]([CH2:11][CH2:12][OH:13])[C:4]2[CH:9]=[CH:8][N:7]=[CH:6][C:5]=2[N:10]=1.[H-].[Na+].Cl[CH2:17][C:18](=[O:26])[CH2:19][C:20]([O:22][CH:23]([CH3:25])[CH3:24])=[O:21].Cl>O1CCCC1>[CH3:1][C:2]1[N:3]([CH2:11][CH2:12][O:13][CH2:17][C:18](=[O:26])[CH2:19][C:20]([O:22][CH:23]([CH3:25])[CH3:24])=[O:21])[C:4]2[CH:9]=[CH:8][N:7]=[CH:6][C:5]=2[N:10]=1 |f:1.2|. Reported procedure: 2-Methyl-1-(2-hydroxyethyl)-imidazo[4,5-c]pyridine (5 g, 28.5 mmole) was added to a suspension of sodium hydride (60% oil dispersion, 2.3 g, 57 mmole) in dry tetrahydrofuran (100 ml) and the mixture was sonicated for 2 hours at room temperature. A solution of isopropyl 4-chloroacetoacetate (5.1 g, 28.5 mmole) in tetrahydrofuran (100 ml) was added dropwise under nitrogen with sonication and the mixture was sonicated for 5 hours at room temperature. 2N Hydrochloric acid (100 ml) was added and the ... Reactants: COCCCOc1cc(C(=O)N(CC2CN(C(=O)OC(C)(C)C)CC2CO)C(C)C)ccc1OC, C1CCOC1, CCOC(C)=O, CN(CC1CCCCC1)C(=O)Cl, [Cl-], [H-], [NH4+], [Na+]. Product: COCCCOc1cc(C(=O)N(CC2CN(C(=O)OC(C)(C)C)CC2COC(=O)N(C)CC2CCCCC2)C(C)C)ccc1OC. Reaction SMILES: [C:3]([CH3:4])([CH3:5])([CH3:6])[O:7][C:8](=[O:9])[N:10]1[CH2:11][CH:12]([CH2:36][OH:37])[CH:13]([CH2:15][N:16]([C:17]([c:18]2[cH:19][c:20]([O:26][CH2:27][CH2:28][CH2:29][O:30][CH3:31])[c:21]([O:24][CH3:25])[cH:22][cH:23]2)=[O:32])[CH:33]([CH3:34])[CH3:35])[CH2:14]1.[CH2:52]1[O:53][CH2:54][CH2:55][CH2:56]1.[CH3:57][CH2:58][O:59][C:60]([CH3:61])=[O:62].[CH:38]1([CH2:44][N:45]([C:46](=[O:47])[Cl:48])[CH3:49])[CH2:39][CH2:40][CH2:41][CH2:42][CH2:43]1.[Cl-:50].[H-:2].[NH4+:51].[Na+:1]>>[C:3]([CH3:4])([CH3:5])([CH3:6])[O:7][C:8](=[O:9])[N:10]1[CH2:11][CH:12]([CH2:36][O:37][C:46]([N:45]([CH2:44][CH:38]2[CH2:39][CH2:40][CH2:41][CH2:42][CH2:43]2)[CH3:49])=[O:47])[CH:13]([CH2:15][N:16]([C:17]([c:18]2[cH:19][c:20]([O:26][CH2:27][CH2:28][CH2:29][O:30][CH3:31])[c:21]([O:24][CH3:25])[cH:22][cH:23]2)=[O:32])[CH:33]([CH3:34])[CH3:35])[CH2:14]1. Starting materials: OC1=C(C=C(C=O)C=C1)OC (4-hydroxy-3-methoxybenzaldehyde), CN1C(=O)NC(=O)C1 (1-methyl hydantoin), NCCC(=O)O (β-alanine), C(C)(=O)O (acetic acid). Run in O (water). The product is OC1=C(C=C(C=C1)C=C1C(NC(N1C)=O)=O)OC (5- [(4-Hydroxy-3-methoxyphenyl )methylene ]-1-methyl-2,4imidazolidinedione). The yield is 14.8%. Reaction SMILES: [OH:1][C:2]1[CH:9]=[CH:8][C:5]([CH:6]=O)=[CH:4][C:3]=1[O:10][CH3:11].[CH3:12][N:13]1[CH2:19][C:17](=[O:18])[NH:16][C:14]1=[O:15].NCCC(O)=O.C(O)(=O)C>O>[OH:1][C:2]1[CH:9]=[CH:8][C:5]([CH:6]=[C:19]2[N:13]([CH3:12])[C:14](=[O:15])[NH:16][C:17]2=[O:18])=[CH:4][C:3]=1[O:10][CH3:11]. Reported procedure: A mixture of 4-hydroxy-3-methoxybenzaldehyde (4.6 g, 30 mmoles), 1-methyl hydantoin (3.5 g, 30 mmoles), β-alanine (1.4 g, 16 mmoles), and acetic acid (40 ml) is stirred under an inert atmosphere and heated to reflux. After 8 hours the mixture is stirred into water (300 ml) and the precipitate filtered off, rinsed successively with water (3X), ethanol (2X), and ether (2X), and dried. Recrystallization from acetonitrile gave the pure product (1.1 g), mp 197°-198° C. Starting materials: ClC(COC(=O)NC(=S)N)(Cl)Cl (N-(β,β,β-trichloroethoxycarbonyl)thiourea), BrC(C(=O)CBr)Br (1,1,3-tribromoacetone), CN(C1=CC=CC=C1)C (dimethylaniline). Solvent: C(C)O (ethanol). The product is ClC(COC(=O)NC=1SC=C(N1)C=O)(Cl)Cl (2-(β,β,β-trichloroethoxycarbonyl)amino-4-formylthiazole). RXN SMILES: [Cl:1][C:2]([Cl:12])([Cl:11])[CH2:3][O:4][C:5]([NH:7][C:8]([NH2:10])=[S:9])=[O:6].BrC(Br)C(CBr)=[O:16].CN(C)[C:22]1[CH:27]=CC=C[CH:23]=1>C(O)C>[Cl:12][C:2]([Cl:1])([Cl:11])[CH2:3][O:4][C:5]([NH:7][C:8]1[S:9][CH:23]=[C:22]([CH:27]=[O:16])[N:10]=1)=[O:6]. Reported procedure: A solution of 10.0 g. of N-(β,β,β-trichloroethoxycarbonyl)thiourea, 12.0 g of 1,1,3-tribromoacetone and 5.0 g. of dimethylaniline in 100 ml. of ethanol is heated under reflux for 2 hours. After cooling, ethanol is removed under reduced pressure, and the oily residue is dissolved in ethyl acetate. Ethyl acetate layer is washed with water and dried over MgSO4. Ethyl acetate is removed under reduced pressure and the oily residue is dissolved in small quantity of chloroform. From the solution which ... The reactants are [Cl-].[Al+3].[Cl-].[Cl-] (aluminum chloride), ClC=1C(=C(C(=C2C1C(=O)OC2=O)Cl)Cl)Cl (tetrachlorophthalic anhydride), C(CCCCCCC)N1C(=CC2=CC=CC=C12)C (1-n-octyl-2-methylindole). The product is C(CCCCCCC)N1C(=C(C2=CC=CC=C12)C(=O)C1=C(C(=O)O)C(=C(C(=C1Cl)Cl)Cl)Cl)C (2-[(1-n-octyl-2-methyl-3-indolyl)carbonyl]-3,4,5,6-tetrachlorobenzoic acid), Formula VIII. RXN SMILES: [Cl:1][C:2]1[C:3]([Cl:15])=[C:4]([Cl:14])[C:5]([Cl:13])=[C:6]2[C:11](=[O:12])[O:10][C:8](=[O:9])[C:7]=12.[CH2:16]([N:24]1[C:32]2[C:27](=[CH:28][CH:29]=[CH:30][CH:31]=2)[CH:26]=[C:25]1[CH3:33])[CH2:17][CH2:18][CH2:19][CH2:20][CH2:21][CH2:22][CH3:23].[Cl-].[Al+3].[Cl-].[Cl-]>>[CH2:16]([N:24]1[C:32]2[C:27](=[CH:28][CH:29]=[CH:30][CH:31]=2)[C:26]([C:11]([C:6]2[C:5]([Cl:13])=[C:4]([Cl:14])[C:3]([Cl:15])=[C:2]([Cl:1])[C:7]=2[C:8]([OH:10])=[O:9])=[O:12])=[C:25]1[CH3:33])[CH2:17][CH2:18][CH2:19][CH2:20][CH2:21][CH2:22][CH3:23] |f:2.3.4.5|. Procedure details: Proceeding in the same manner as that described in part A of Example 6 above, 14.3 g (0.05 mole) of tetrachlorophthalic anhydride, 16.0 g (0.052 mole) of 76.5 percent active 1-n-octyl-2-methylindole and 13.3 g (0.10 mole) of aluminum chloride were interacted to obtain 2-[(1-n-octyl-2-methyl-3-indolyl)carbonyl]-3,4,5,6-tetrachlorobenzoic acid (Formula VIII: R0 =R1 =R2 =R3 =Cl; R5 =CH3 ; R6 =(CH2)7CH3 ; Y1 =H), a pale orange solid melting at 132°-134° C. The infrared spectrum, showing a maximum at...